Dataset: the Open Reaction Database (ORD), a public repository of structured organic reaction records. Task: describe an organic reaction: reactants, conditions, products, and yield The reactants are COC(OC)C1(C)Oc2ccc([N+](=O)[O-])cc2C2OC21, Clc1ccc(NCc2ncc[nH]2)cc1. Yields the product COC(OC)C1(C)Oc2ccc([N+](=O)[O-])cc2C(N(Cc2ncc[nH]2)c2ccc(Cl)cc2)C1O. RXN SMILES: [CH3:1][O:2][CH:3]([C:4]1([CH3:18])[O:5][c:6]2[c:7]([cH:11][c:12]([N+:15](=[O:16])[O-:17])[cH:13][cH:14]2)[CH:8]2[CH:9]1[O:10]2)[O:19][CH3:20].[Cl:21][c:22]1[cH:23][cH:24][c:25]([NH:28][CH2:29][c:30]2[nH:31][cH:32][cH:33][n:34]2)[cH:26][cH:27]1>>[CH3:1][O:2][CH:3]([C:4]1([CH3:18])[O:5][c:6]2[c:7]([cH:11][c:12]([N+:15](=[O:16])[O-:17])[cH:13][cH:14]2)[CH:8]([N:28]([c:25]2[cH:24][cH:23][c:22]([Cl:21])[cH:27][cH:26]2)[CH2:29][c:30]2[nH:31][cH:32][cH:33][n:34]2)[CH:9]1[OH:10])[O:19][CH3:20].